From a dataset of the Open Reaction Database (ORD), a public repository of structured organic reaction records. describe an organic reaction: reactants, conditions, products, and yield Reactants: COCOC1=C(C=CC=C1)C=C (1-(methoxymethoxy)-2-vinylbenzene), [OH-].[Na+] (sodium hydroxide), C(Cl)(Cl)Cl (chloroform), O (water). The reagents and catalysts are [Cl-].C(C1=CC=CC=C1)[N+](CC)(CC)CC (benzyl(triethyl)ammonium chloride). Conditions: time 8 hour. Product: ClC1(C(C1)C1=C(C=CC=C1)OCOC)Cl (1-(2,2-dichlorocyclopropyl)-2-(methoxymethoxy)benzene). Yield: 84.4%. RXN SMILES: [CH3:1][O:2][CH2:3][O:4][C:5]1[CH:10]=[CH:9][CH:8]=[CH:7][C:6]=1[CH:11]=[CH2:12].[OH-].[Na+].O.[CH:16]([Cl:19])(Cl)[Cl:17]>[Cl-].C([N+](CC)(CC)CC)C1C=CC=CC=1>[Cl:17][C:16]1([Cl:19])[CH2:12][CH:11]1[C:6]1[CH:7]=[CH:8][CH:9]=[CH:10][C:5]=1[O:4][CH2:3][O:2][CH3:1] |f:1.2,5.6|. Procedure: In chloroform (12 mL) was dissolved 305 mg (1.86 mmol) of 1-(methoxymethoxy)-2-vinylbenzene obtained in Example 7(2), 5 mL (63 mmol) of 50% aqueous sodium hydroxide solution was added dropwise to the solution, and then, 54.1 mg (0.237 mmol) of benzyl(triethyl)ammonium chloride was added to the same and the resulting mixture was stirred at room temperature overnight. The reaction mixture was poured into water, and extracted with chloroform. The organic layer was successively washed with water and... Yields the product OC1=CC=C(C=C1)C1=CC2=C(S1)C=C(C=C2)O (2-(4-Hydroxyphenyl)-6-Hydroxybenzo[b]thiophene). Run in Br (hydrobromic acid), C(C)(=O)O (acetic acid). Reported procedure: 2-(4-Methoxyphenyl)-6-methoxybenzo[b]thiophene (10 g, 35.5 mmol) was suspended in 50 mL of 48% aqueous hydrobromic acid and 100 mL of glacial acetic acid. The reaction was heated to reflux under a nitrogen atmosphere for 120 hours. The reaction was allowed to cool and filtered. The solid product was washed with water and dried to yield 6.46 g of the title compound. 1H NMR: (CDCl3 -d6DMSO):δ 7.54 (d, 1H), 7.48 (d, 2H), 7.27 (s, 1H), 7.24 (m, 1H), 6.92 (d, 1H), 6.85 (d, 2H). MS(FD): m/e=242 (M+). Reactants: COC1=CC=C(C=C1)C1=CC2=C(S1)C=C(C=C2)OC (2-(4-Methoxyphenyl)-6-methoxybenzo[b]thiophene). RXN SMILES: C[O:2][C:3]1[CH:8]=[CH:7][C:6]([C:9]2[S:13][C:12]3[CH:14]=[C:15]([O:18]C)[CH:16]=[CH:17][C:11]=3[CH:10]=2)=[CH:5][CH:4]=1>Br.C(O)(=O)C>[OH:2][C:3]1[CH:8]=[CH:7][C:6]([C:9]2[S:13][C:12]3[CH:14]=[C:15]([OH:18])[CH:16]=[CH:17][C:11]=3[CH:10]=2)=[CH:5][CH:4]=1. Isolated yield 75.1%. Reactants: CC#CCOc1ccc(S(=O)(=O)C2(C(=O)O)CCN(C(=O)c3cccs3)CC2)cc1, CCN=C=NCCCN(C)C, CN1CCOCC1, CN(C)C=O, Cl, NO. The product is CC#CCOc1ccc(S(=O)(=O)C2(C(=O)NO)CCN(C(=O)c3cccs3)CC2)cc1. Reaction SMILES: [CH2:1]([C:2]#[C:3][CH3:4])[O:5][c:6]1[cH:7][cH:8][c:9]([S:12](=[O:13])(=[O:14])[C:15]2([C:28](=[O:29])[OH:30])[CH2:16][CH2:17][N:18]([C:21](=[O:22])[c:23]3[s:24][cH:25][cH:26][cH:27]3)[CH2:19][CH2:20]2)[cH:10][cH:11]1.[CH3:32][N:33]([CH3:34])[CH2:35][CH2:36][CH2:37][N:38]=[C:39]=[N:40][CH2:41][CH3:42].[CH3:43][N:44]1[CH2:45][CH2:46][O:47][CH2:48][CH2:49]1.[CH3:52][N:53]([CH3:54])[CH:55]=[O:56].[ClH:31].[NH2:50][OH:51]>>[CH2:1]([C:2]#[C:3][CH3:4])[O:5][c:6]1[cH:7][cH:8][c:9]([S:12](=[O:13])(=[O:14])[C:15]2([C:28](=[O:30])[NH:50][OH:51])[CH2:16][CH2:17][N:18]([C:21](=[O:22])[c:23]3[s:24][cH:25][cH:26][cH:27]3)[CH2:19][CH2:20]2)[cH:10][cH:11]1. Reactants: O (water), O.NN (Hydrazine hydrate), ClC1=CC=CC2=C1N=C(S2)N (4-Chloro-2-aminobenzothiazole). Solvent: COCCOCCO (diethylene glycol monomethyl ether). Run at temperature 110 celsius, time 22 hour. Product: ClC1=CC=CC2=C1N=C(S2)NN (4-chloro-2-hydrazinobenzothiazole). The yield is 78.0%. RXN SMILES: [Cl:1][C:2]1[C:7]2[N:8]=[C:9]([NH2:11])[S:10][C:6]=2[CH:5]=[CH:4][CH:3]=1.O.[NH2:13]N.O>COCCOCCO>[Cl:1][C:2]1[C:7]2[N:8]=[C:9]([NH:11][NH2:13])[S:10][C:6]=2[CH:5]=[CH:4][CH:3]=1 |f:1.2|. Procedure: 4-Chloro-2-aminobenzothiazole (2.0 g.; 0.0108 mole) was dissolved in 10 milliliters of diethylene glycol monomethyl ether and 0.9 milliliter of concentrated HC1 added with stirring. 85% Hydrazine hydrate (1.92 g.) was then added to the mixture, and the reaction mixture was heated to 110°C., under N2 atmosphere, on an oil bath. The reaction was continued for 22 hours, the final reaction temperature being 120°C. The 4-chloro-2-hydrazinobenzothiazole product was isolated by addition of water and se... Starting materials: ClCCl, COc1cc(C(=O)O)ccc1Cc1cn(C)c2ccc(C(=O)NCC(C)CC(F)(F)F)cc12, Cc1ccccc1S(N)(=O)=O, CN(C)c1ccncc1. Yields the product COc1cc(C(=O)NS(=O)(=O)c2ccccc2C)ccc1Cc1cn(C)c2ccc(C(=O)NCC(C)CC(F)(F)F)cc12. As a reaction SMILES: [CH2:54]([Cl:55])[Cl:56].[CH3:1][O:2][c:3]1[cH:4][c:5]([C:6](=[O:7])[OH:8])[cH:9][cH:10][c:11]1[CH2:12][c:13]1[cH:14][n:15]([CH3:33])[c:16]2[cH:17][cH:18][c:19]([C:22]([NH:23][CH2:24][CH:25]([CH2:26][C:27]([F:28])([F:29])[F:30])[CH3:31])=[O:32])[cH:20][c:21]12.[CH3:34][c:35]1[c:36]([S:41](=[O:42])(=[O:43])[NH2:44])[cH:37][cH:38][cH:39][cH:40]1.[CH3:45][N:46]([CH3:47])[c:48]1[cH:49][cH:50][n:51][cH:52][cH:53]1>>[CH3:1][O:2][c:3]1[cH:4][c:5]([C:6](=[O:8])[NH:44][S:41]([c:36]2[c:35]([CH3:34])[cH:40][cH:39][cH:38][cH:37]2)(=[O:42])=[O:43])[cH:9][cH:10][c:11]1[CH2:12][c:13]1[cH:14][n:15]([CH3:33])[c:16]2[cH:17][cH:18][c:19]([C:22]([NH:23][CH2:24][CH:25]([CH2:26][C:27]([F:28])([F:29])[F:30])[CH3:31])=[O:32])[cH:20][c:21]12. The reactants are FC1=CC=C(C=C1)C1(CCC2(OCCO2)CC1)O (8-(4-fluorophenyl)-1,4-dioxa-spiro[4.5]decan-8-ol), Cl (hydrogen chloride). Run in O1CCOCC1 (dioxane). Reaction conditions: time 2 hour. Product: FC1=CC=C(C=C1)C1(CCC(CC1)=O)O (4-(4-fluorophenyl)-4-hydroxy-cyclohexanone). The yield is 79.4%. As a reaction SMILES: [F:1][C:2]1[CH:7]=[CH:6][C:5]([C:8]2([OH:18])[CH2:17][CH2:16][C:11]3(OCC[O:12]3)[CH2:10][CH2:9]2)=[CH:4][CH:3]=1.Cl>O1CCOCC1>[F:1][C:2]1[CH:3]=[CH:4][C:5]([C:8]2([OH:18])[CH2:9][CH2:10][C:11](=[O:12])[CH2:16][CH2:17]2)=[CH:6][CH:7]=1. Reported procedure: To a solution of 8-(4-fluorophenyl)-1,4-dioxa-spiro[4.5]decan-8-ol (38 g, 0.15 mol) in dioxane (900 ml), cooled to 0° C. was added hydrogen chloride (1M in water, 1.5 L, 1.5 mol). The reaction mixture was stirred for 2 hour at RT and extracted twice with ethyl acetate. The ethyl acetate layer was washed with saturated sodium bicarbonate solution, water and brine. Drying and solvent evaporation gave 4-(4-fluorophenyl)-4-hydroxy-cyclohexanone (24.8 g, 79%); 1H NMR (CDCl3)δ 7.55-7.45 (m, 2H) 7.16-7... Reactants: Cl.CNC(CNC(C1=CC=CC=C1)=O)(C)C (N-[2-methylamino-2-methylpropyl]benzamide hydrochloride), C(C1=CC=CC=C1)CNC(CNC(C1=CC=CC=C1)=O)(C)C (N-[2-benzylmethylamino-2-methylpropyl]benzamide), Cl (HCl), C(C)(=O)OCC (ethyl acetate). Reagents/catalysts: [Pd](Cl)Cl (palladium chloride). Run in CCOCC (ether), C(C)(=O)O (acetic acid), CCOCC (ether). Product: CNC(CNC(C1=CC=CC=C1)=O)(C)C (N-[2-Methylamino-2-methylpropyl]benzamide). The yield is 70.0%. Reaction SMILES: C([CH2:8][NH:9][C:10]([CH3:22])([CH3:21])[CH2:11][NH:12][C:13](=[O:20])[C:14]1[CH:19]=[CH:18][CH:17]=[CH:16][CH:15]=1)C1C=CC=CC=1.Cl.C(OCC)(=O)C.Cl.CNC(C)(C)CNC(=O)C1C=CC=CC=1>C(O)(=O)C.CCOCC.[Pd](Cl)Cl>[CH3:8][NH:9][C:10]([CH3:22])([CH3:21])[CH2:11][NH:12][C:13](=[O:20])[C:14]1[CH:19]=[CH:18][CH:17]=[CH:16][CH:15]=1 |f:3.4|. Procedure details: N-[2-benzylmethylamino-2-methylpropyl]benzamide (3.55 g.,) was dissolved in glacial acetic acid (30 ml.) and hydrogenated over palladium chloride (140 mg.) 320 ml of H2 was taken up. The catalyst was filtered and the filtrate washed with ether (2 × 100 ml.). The filtrate was then made alkaline with 5N sodium hydroxide and extracted with ether (3 × 60 cm3). The ether extrcts were dried (anhyd. Na2SO4), filtered and the excess ether evaporated under reduced pressure to give a liquid residue (2.7 g...